This data is from the Open Reaction Database (ORD), a public repository of structured organic reaction records. The task is: describe an organic reaction: reactants, conditions, products, and yield Starting materials: C(C)OC(=O)C1=CC2=C(S1)C=CC(=C2)[N+](=O)[O-] (5-nitro-benzo[b]thiophene-2-carboxylic acid ethyl ester). Reagents/catalysts: [Pd] (Pd/C). Solvent: CCO (EtOH). Run at time 4 day. Product: C(C)OC(=O)C1=CC2=C(S1)C=CC(=C2)N (5-amino-benzo[b]thiophene-2-carboxylic acid ethyl ester). As a reaction SMILES: [CH2:1]([O:3][C:4]([C:6]1[S:10][C:9]2[CH:11]=[CH:12][C:13]([N+:15]([O-])=O)=[CH:14][C:8]=2[CH:7]=1)=[O:5])[CH3:2]>CCO.[Pd]>[CH2:1]([O:3][C:4]([C:6]1[S:10][C:9]2[CH:11]=[CH:12][C:13]([NH2:15])=[CH:14][C:8]=2[CH:7]=1)=[O:5])[CH3:2]. Procedure details: A suspension of 5-nitro-benzo[b]thiophene-2-carboxylic acid ethyl ester (10.52 g, 41.89 mmol) and 10% Pd/C (1.1 g) in 450 mL of EtOH was hydrogenated under 1 atm of H2 for 4 d at rt. The reaction mixture was filtered and the filtrate was concentrated and dried to give 5-amino-benzo[b]thiophene-2-carboxylic acid ethyl ester as a green solid. A parallel reaction was preformed on 10.61 g of 5-nitro-benzo[b]thiophene-2-carboxylic acid ethyl ester in the same manner. A total of 18.37 g of 5-amino-ben... Starting materials: O=C(O)CCOc1ccc(F)cc1, O=S(=O)(O)O. Product: O=C1CCOc2ccc(F)cc21. RXN SMILES: [F:1][c:2]1[cH:3][cH:4][c:5]([O:6][CH2:7][CH2:8][C:9](=[O:10])[OH:11])[cH:12][cH:13]1.[S:14](=[O:15])(=[O:16])([OH:17])[OH:18]>>[F:1][c:2]1[cH:3][c:4]2[c:5]([cH:12][cH:13]1)[O:6][CH2:7][CH2:8][C:9]2=[O:11].